This data is from the Open Reaction Database (ORD), a public repository of structured organic reaction records. The task is: describe an organic reaction: reactants, conditions, products, and yield The product is C(\C=C\C(=O)O)(=O)O.C(=O)NC1=CC=C(C(=O)N(C=2C=NC=CC2)CCN2CCC(CC2)C(C2=CC=C(C=C2)F)=O)C=C1.C(=O)NC1=CC=C(C(=O)N(CCN2CCC(CC2)C(C2=CC=C(C=C2)F)=O)C=2C=NC=CC2)C=C1 (4-Formylamino-N-{2-[4-(4-fluorobenzoyl)piperidino]ethyl}-N-(3-pyridyl)benzamide hemifumarate). Reported procedure: Using 4-formylamino-N-{2-[4-(4-fluorobenzoyl)piperidino]ethyl}-N-(3-pyridyl)benzamide (208.8 mg, 0.44 mmol) and fumaric acid (25.8 mg, 0.22 mmol), the procedure of Inventive Example 271 was repeated to obtain 122.2 mg (52.1%) of the title compound in a colorless powder form. Isolated yield 52.1%. Starting materials: C(=O)NC1=CC=C(C(=O)N(C=2C=NC=CC2)CCN2CCC(CC2)C(C2=CC=C(C=C2)F)=O)C=C1 (4-formylamino-N-{2-[4-(4-fluorobenzoyl)piperidino]ethyl}-N-(3-pyridyl)benzamide), C(\C=C\C(=O)O)(=O)O (fumaric acid). Reaction SMILES: [CH:1]([NH:3][C:4]1[CH:35]=[CH:34][C:7]([C:8]([N:10]([CH2:17][CH2:18][N:19]2[CH2:24][CH2:23][CH:22]([C:25](=[O:33])[C:26]3[CH:31]=[CH:30][C:29]([F:32])=[CH:28][CH:27]=3)[CH2:21][CH2:20]2)[C:11]2[CH:12]=[N:13][CH:14]=[CH:15][CH:16]=2)=[O:9])=[CH:6][CH:5]=1)=[O:2].[C:36]([OH:43])(=[O:42])/[CH:37]=[CH:38]/[C:39]([OH:41])=[O:40]>>[C:36]([OH:43])(=[O:42])/[CH:37]=[CH:38]/[C:39]([OH:41])=[O:40].[CH:1]([NH:3][C:4]1[CH:5]=[CH:6][C:7]([C:8]([N:10]([CH2:17][CH2:18][N:19]2[CH2:20][CH2:21][CH:22]([C:25](=[O:33])[C:26]3[CH:27]=[CH:28][C:29]([F:32])=[CH:30][CH:31]=3)[CH2:23][CH2:24]2)[C:11]2[CH:12]=[N:13][CH:14]=[CH:15][CH:16]=2)=[O:9])=[CH:34][CH:35]=1)=[O:2].[CH:1]([NH:3][C:4]1[CH:35]=[CH:34][C:7]([C:8]([N:10]([C:11]2[CH:12]=[N:13][CH:14]=[CH:15][CH:16]=2)[CH2:17][CH2:18][N:19]2[CH2:24][CH2:23][CH:22]([C:25](=[O:33])[C:26]3[CH:31]=[CH:30][C:29]([F:32])=[CH:28][CH:27]=3)[CH2:21][CH2:20]2)=[O:9])=[CH:6][CH:5]=1)=[O:2] |f:2.3.4|. Reactants: [K+], [Na+], O=[N+]([O-])[O-], [OH-], O, NC(=O)c1nccnc1O, O=S(=O)(O)O. Yields the product NC(=O)c1nc([N+](=O)[O-])cnc1O. Reaction SMILES: [K+:16].[Na+:22].[O-:17][N+:18]([O-:19])=[O:20].[OH-:21].[OH2:23].[OH:6][c:7]1[c:8]([C:13](=[O:14])[NH2:15])[n:9][cH:10][cH:11][n:12]1.[S:1](=[O:2])(=[O:3])([OH:4])[OH:5]>>[OH:6][c:7]1[c:8]([C:13](=[O:14])[NH2:15])[n:9][c:10]([N+:18](=[O:17])[O-:19])[cH:11][n:12]1. Reactants: O (water), C(CCC)[Li] (n-butyllithium), CCCCCC (hexane), N1=C(C=CC2=CC=CC=C12)COC1=CC=C2CCCC(C2=C1)=O (3,4-dihydro-7-(2-quinolinylmethoxy)-1(2H)-naphthalenone). The reagents and catalysts are [Br-].C[P+](C1=CC=CC=C1)(C1=CC=CC=C1)C1=CC=CC=C1 (methyltriphenylphosphonium bromide). The solvent is CCOCC (ether), O1CCCC1 (tetrahydrofuran), O1CCCC1 (tetrahydrofuran). Conditions: time 45 minute. Yields the product C=C1CCCC=2C=CC(=CC12)OCC1=NC2=CC=CC=C2C=C1 (2-[[(5,6,7,8-tetrahydro-8-methylene-2-naphthalenyl)oxy]methyl]quinoline). Isolated yield 24.0%. Reaction SMILES: [CH2:1]([Li])[CH2:2][CH2:3][CH3:4].CCCCCC.[N:12]1[C:21]2[C:16](=[CH:17][CH:18]=[CH:19][CH:20]=2)[CH:15]=[CH:14][C:13]=1[CH2:22][O:23][C:24]1[CH:33]=[C:32]2[C:27]([CH2:28]CCC2=O)=[CH:26][CH:25]=1.O>[Br-].C[P+](C1C=CC=CC=1)(C1C=CC=CC=1)C1C=CC=CC=1.O1CCCC1.CCOCC>[CH2:4]=[C:3]1[C:26]2[CH:25]=[C:24]([O:23][CH2:22][C:13]3[CH:14]=[CH:15][C:16]4[C:21](=[CH:20][CH:19]=[CH:18][CH:17]=4)[N:12]=3)[CH:33]=[CH:32][C:27]=2[CH2:28][CH2:1][CH2:2]1 |f:4.5|. Procedure details: To a suspension of 3.6 g (10.1 mmol) of methyltriphenylphosphonium bromide in 50 mL tetrahydrofuran under nitrogen at -50° C. is added n-butyllithium (10 mm as a hexane solution (2.1 M)). After 45 minutes, a solution of 3.0 g (9.90 mmol) of 3,4-dihydro-7-(2-quinolinylmethoxy)-1(2H)-naphthalenone, prepared according to Example 1A above, in 50 mL tetrahydrofuran is added dropwise and the reaction mixture is allowed to slowly come to room temperature. After three days, 50 mL water and 50 mL ether i... Starting materials: C(C)(C)(C)C=1C=C(C=C(C1O)C(C)(C)C)CCC(C)=O (4-(3,5-di-t-butyl-4-hydroxyphenyl)-butane-2-one), [H-].[Al+3].[Li+].[H-].[H-].[H-] (lithium aluminum hydride). The product is C(C)(C)(C)C=1C=C(C=C(C1O)C(C)(C)C)CCC(C)O (4-(3,5-di-t-butyl-4-hydroxyphenyl)-butane-2-ol). As a reaction SMILES: [C:1]([C:5]1[CH:6]=[C:7]([CH2:16][CH2:17][C:18](=[O:20])[CH3:19])[CH:8]=[C:9]([C:12]([CH3:15])([CH3:14])[CH3:13])[C:10]=1[OH:11])([CH3:4])([CH3:3])[CH3:2].[H-].[Al+3].[Li+].[H-].[H-].[H-]>>[C:12]([C:9]1[CH:8]=[C:7]([CH2:16][CH2:17][CH:18]([OH:20])[CH3:19])[CH:6]=[C:5]([C:1]([CH3:3])([CH3:2])[CH3:4])[C:10]=1[OH:11])([CH3:15])([CH3:13])[CH3:14] |f:1.2.3.4.5.6|. Procedure details: A process as described in claim 1 where 4-(3,5-di-t-butyl-4-hydroxyphenyl)-butane-2-one is reacted with lithium aluminum hydride to yield 4-(3,5-di-t-butyl-4-hydroxyphenyl)-butane-2-ol. Starting materials: C(=C)OCCO (ethylene glycol monovinyl ether), C(C=C)Br (allyl bromide), [OH-].[Na+] (NaOH). Reagents/catalysts: [N+](CCCC)(CCCC)(CCCC)CCCC.[Br-] ((n-Bu)4NBr). Run in C1(=CC=CC=C1)C (toluene). Reaction conditions: temperature 65 celsius. Product: C(C=C)OCCOC=C (1-allyloxy-2-vinyloxyethane). RXN SMILES: [CH:1]([O:3][CH2:4][CH2:5][OH:6])=[CH2:2].[CH2:7](Br)[CH:8]=[CH2:9].[OH-].[Na+]>[N+](CCCC)(CCCC)(CCCC)CCCC.[Br-].C1(C)C=CC=CC=1>[CH2:7]([O:6][CH2:5][CH2:4][O:3][CH:1]=[CH2:2])[CH:8]=[CH2:9] |f:2.3,4.5|. Reported procedure: A 100 ml round bottom flask fitted with a reflux condenser and a magnetic stirrer was charged with 8.8 grams (0.1 mol) of ethylene glycol monovinyl ether, 14.5 grams (0.12 mol) of allyl bromide, 4.8 grams (0-12 mol) of NaOH, 0.9 grams (3 mol %) of (n-Bu)4NBr, and 20 ml of dried toluene. The white suspension was stirred and heated at 65 ° C. for 12 hours. After cooling the reaction mixture, the resulting light yellow solution was separated from the white solids by decantation and washed with four... Starting materials: BrC1N(CCCC1O)C([C@@H](NC(=O)OC(C)(C)C)C(C)C)=O (bromo-N—(N-BOC-valyl)-piperidin-3-ol), C(C)(=O)O[C@@H]1CN(CC[C@H]1Br)C([C@H](NC(=O)OC(C)(C)C)C(C)C)=O (3(R*)-acetoxy-4(R*)-bromo-N—(N-BOC-(R)-valyl)-piperidine), C(C)(=O)O[C@@H]1CN(CC[C@H]1Br)C([C@H](NC(=O)OC(C)(C)C)C(C)C)=O (3(R*)-acetoxy-4(R*)-bromo-N—(N-BOC-(R)-valyl)-piperidine), C(C)(=O)OC(C)=O (acetic acid anhydride). The solvent is N1=CC=CC=C1 (pyridine). The product is C(C)(=O)O[C@H]1CN(CC[C@@H]1Br)C([C@H](NC(=O)OC(C)(C)C)C(C)C)=O (3(S*)-acetoxy-4(S*)-bromo-N—(N-BOC-(R)-valyl)-piperidine). As a reaction SMILES: BrC1C(O)CCCN1C(=O)[C@H](C(C)C)NC(OC(C)(C)C)=O.C(OC(=O)C)(=O)C.[C:30]([O:33][C@H:34]1[C@H:39]([Br:40])[CH2:38][CH2:37][N:36]([C:41](=[O:54])[C@@H:42]([CH:51]([CH3:53])[CH3:52])[NH:43][C:44]([O:46][C:47]([CH3:50])([CH3:49])[CH3:48])=[O:45])[CH2:35]1)(=[O:32])[CH3:31]>N1C=CC=CC=1>[C:30]([O:33][C@@H:34]1[C@@H:39]([Br:40])[CH2:38][CH2:37][N:36]([C:41](=[O:54])[C@@H:42]([CH:51]([CH3:52])[CH3:53])[NH:43][C:44]([O:46][C:47]([CH3:49])([CH3:48])[CH3:50])=[O:45])[CH2:35]1)(=[O:32])[CH3:31]. Reported procedure: 0.57 g of bromo-N—(N-BOC-valyl)-piperidin-3-ol, dissolved in pyridine, is treated with 0.4 ml of acetic acid anhydride, the mixture obtained is stirred and a mixture of 3(R*)-acetoxy-4(R*)-bromo-N—(N-BOC-(R)-valyl)-piperidine (COMPOUND A) and 3(S*)-acetoxy-4(S*)-bromo-N—(N-BOC-(R)-valyl)-piperidine (COMPOUND B) is obtained and is separated by chromatography. Starting materials: OC(CN1CCC(CC1)C1=NN(C2=CC(=CC=C12)F)C)C (1-(2-hydroxyprop-1-yl)-4-(6-fluoro-1-methyl-1H -indazol-3-yl)piperidine), COC=1C=C(C=C(C1OC)OC)N=C=O (3,4,5-trimethoxyphenylisocyanate), O (water), CCOCC (ether). Solvent: CN(C)C=O (DMF), CN(C)C=O (DMF). Run at temperature 100 celsius. Product: COC=1C=C(C=C(C1OC)OC)NC(=O)OC(CN1CCC(CC1)C1=NN(C2=CC(=CC=C12)F)C)C (1-(2-(3,4,5-trimethoxyphenylcarbamoyloxy)-1-propyl)-4-(6-fluoro-1-methyl-1H -indazol-3-yl)piperidine). Isolated yield 29.0%. As a reaction SMILES: [OH:1][CH:2]([CH3:21])[CH2:3][N:4]1[CH2:9][CH2:8][CH:7]([C:10]2[C:18]3[C:13](=[CH:14][C:15]([F:19])=[CH:16][CH:17]=3)[N:12]([CH3:20])[N:11]=2)[CH2:6][CH2:5]1.[CH3:22][O:23][C:24]1[CH:25]=[C:26]([N:34]=[C:35]=[O:36])[CH:27]=[C:28]([O:32][CH3:33])[C:29]=1[O:30][CH3:31].O.CCOCC>CN(C=O)C>[CH3:22][O:23][C:24]1[CH:25]=[C:26]([NH:34][C:35]([O:1][CH:2]([CH3:21])[CH2:3][N:4]2[CH2:5][CH2:6][CH:7]([C:10]3[C:18]4[C:13](=[CH:14][C:15]([F:19])=[CH:16][CH:17]=4)[N:12]([CH3:20])[N:11]=3)[CH2:8][CH2:9]2)=[O:36])[CH:27]=[C:28]([O:32][CH3:33])[C:29]=1[O:30][CH3:31]. Procedure: To a solution of 1-(2-hydroxyprop-1-yl)-4-(6-fluoro-1-methyl-1H -indazol-3-yl)piperidine (200 mg; 0.69 mmol) in 5 ml dry DMF was added 3,4,5-trimethoxyphenylisocyanate (200 mg; 0.96 mmol) in 3 ml dry DMF. The reaction mixture was heated to 100° C. for 2 h, followed by cooling to room temperature and addition of a mixture of 25 ml water and 150 ml ether. The reaction mixture was filtered and separated. The ether phase was washed with water, brine, dried with sodium sulphate and concentrated in va...